The task is: describe an organic reaction: reactants, conditions, products, and yield. This data is from the Open Reaction Database (ORD), a public repository of structured organic reaction records. Reactants: C(=O)(O)C1=C(C=CC=C1)C1=NC2=C(C=CC=C2C(=C1)C(=O)O)C (2-(2-carboxyphenyl)-8-methyl-4-quinolinecarboxylic acid), O (water), [OH-].[Na+] (sodium hydroxide). Run in N1=CC=CC2=CC=CC=C12 (quinoline). Conditions: temperature 170 celsius. Yields the product CC=1C=CC=C2C=CC(=NC12)C1=C(C(=O)O)C=CC=C1 (2-(8-methylquinolin-2-yl)benzoic acid). The yield is 58.4%. Reaction SMILES: [C:1]([C:4]1[CH:9]=[CH:8][CH:7]=[CH:6][C:5]=1[C:10]1[CH:19]=[C:18](C(O)=O)[C:17]2[C:12](=[C:13]([CH3:23])[CH:14]=[CH:15][CH:16]=2)[N:11]=1)([OH:3])=[O:2].O.[OH-].[Na+]>N1C2C(=CC=CC=2)C=CC=1>[CH3:23][C:13]1[CH:14]=[CH:15][CH:16]=[C:17]2[C:12]=1[N:11]=[C:10]([C:5]1[CH:6]=[CH:7][CH:8]=[CH:9][C:4]=1[C:1]([OH:3])=[O:2])[CH:19]=[CH:18]2 |f:2.3|. Procedure details: In 5 ml of quinoline was dissolved 0.1 g of the 2-(2-carboxyphenyl)-8-methyl-4-quinolinecarboxylic acid obtained in Example 11 and the solution was heated at 170° C. for 1.5 hours. Then the reaction mixture was poured into water, made alkaline by adding sodium hydroxide and washed with toluene. The aqueous layer was neutralized with 3M hydrochloric acid until a precipitate was formed. After extracting with dichloromethane, 0.05 g of 2-(8-methylquinolin-2-yl)benzoic acid were obtained. NMR (270 M... The reactants are IV, C(C)(C)N(C(C)C)CC (N,N-diisopropylethylamine), C1(=CC=CC=C1)C (toluene), O (water). Run in CO (methanol). Product: N1C=CC2=CC=CC=C12 (indole). Reaction SMILES: C([N:4]([CH2:8][CH3:9])[CH:5]([CH3:7])[CH3:6])(C)C.[C:10]1(C)[CH:15]=CC=C[CH:11]=1.O>CO>[NH:4]1[C:5]2[C:6](=[CH:11][CH:10]=[CH:15][CH:7]=2)[CH:9]=[CH:8]1. Procedure: In Scheme VIII, Step 4, 4-Benzyloxypropiophenone is brominated in acetic acid with bromine. When the reaction is complete the mixture can be quenched with water and the resulting precipitate is washed with dilute acetic acid, water and heptane. The resulting solid is dried to give IV, 4-benzyloxyaniline hydrochloride. In Step 5, a mixture of IV, N,N-diisopropylethylamine and toluene is heated under reflux with removal of water. When the reaction is complete the mixture may be cooled and diluted ... Reactants: O=c1[nH]ncn1-c1ccc(N2CCN(c3ccc(OCC(F)(F)C(F)F)cc3)CC2)cc1, CC(O)C1(c2ccc(F)cc2F)CO1. Product: CC(n1ncn(-c2ccc(N3CCN(c4ccc(OCC(F)(F)C(F)F)cc4)CC3)cc2)c1=O)C1(c2ccc(F)cc2F)CO1. As a reaction SMILES: [F:15][C:16]([CH2:17][O:18][c:19]1[cH:20][cH:21][c:22]([N:25]2[CH2:26][CH2:27][N:28]([c:31]3[cH:32][cH:33][c:34](-[n:37]4[c:38](=[O:42])[nH:39][n:40][cH:41]4)[cH:35][cH:36]3)[CH2:29][CH2:30]2)[cH:23][cH:24]1)([CH:43]([F:44])[F:45])[F:46].[F:1][c:2]1[c:3]([C:9]2([CH:12]([CH3:13])[OH:14])[O:10][CH2:11]2)[cH:4][cH:5][c:6]([F:8])[cH:7]1>>[F:1][c:2]1[c:3]([C:9]2([CH:12]([CH3:13])[n:39]3[c:38](=[O:42])[n:37](-[c:34]4[cH:33][cH:32][c:31]([N:28]5[CH2:27][CH2:26][N:25]([c:22]6[cH:21][cH:20][c:19]([O:18][CH2:17][C:16]([F:15])([CH:43]([F:44])[F:45])[F:46])[cH:24][cH:23]6)[CH2:30][CH2:29]5)[cH:36][cH:35]4)[cH:41][n:40]3)[O:10][CH2:11]2)[cH:4][cH:5][c:6]([F:8])[cH:7]1. The reactants are O (water), C(C)(=O)O[C@H]1[C@@H](C(N1)=O)NC(C(=NOC)C=1N=C(SC1)NC(CCl)=O)=O ((3S,4S)-4-acetoxy-3-[2-(2-chloroacetamidothiazol-4-yl)-2-methoxyiminoacetamido]-2-oxoazetidine), O (water), [N-]=[N+]=[N-].[Na+] (sodium azide). Run in CN(C)C=O (DMF). Run at time 18 hour. The product is N(=[N+]=[N-])C1[C@@H](C(N1)=O)NC(C(=NOC)C=1N=C(SC1)NC(CCl)=O)=O ((3S)-4-azido-3-[2-(2-chloroacetamidothiazol-4-yl)-2-methoxyiminoacetamido]-2-oxoazetidine). Isolated yield 73.2%. RXN SMILES: C([O:4][C@@H:5]1[NH:8][C:7](=O)[C@H:6]1[NH:10][C:11](=[O:26])[C:12]([C:16]1[N:17]=[C:18]([NH:21][C:22](=[O:25])[CH2:23][Cl:24])[S:19][CH:20]=1)=[N:13][O:14][CH3:15])(=O)C.[N-:27]=[N+:28]=[N-:29].[Na+].O>CN(C=O)C>[N:27]([CH:7]1[NH:8][C:5](=[O:4])[C@H:6]1[NH:10][C:11](=[O:26])[C:12]([C:16]1[N:17]=[C:18]([NH:21][C:22](=[O:25])[CH2:23][Cl:24])[S:19][CH:20]=1)=[N:13][O:14][CH3:15])=[N+:28]=[N-:29] |f:1.2|. Reported procedure: To a solution of 0.308 g of (3S,4S)-4-acetoxy-3-[2-(2-chloroacetamidothiazol-4-yl)-2-methoxyiminoacetamido]-2-oxoazetidine in 3 ml of DMF is added under ice-cooling a solution of 0.061 g of sodium azide is 2 ml of water. The mixture is stirred for 18 hours at room temperature, to which is added water, then the resulting precipitates are collected by filtration to give 0.216 g of (3S)-4-azido-3-[2-(2-chloroacetamidothiazol-4-yl)-2-methoxyiminoacetamido]-2-oxoazetidine. Starting materials: CN=C1C2N(CC=3C=CC=CC13)C(CC2)=O (10-methylimino-1,2,3,5,10,10a-hexahydropyrrolo[1,2-b]isoquinolin-3-one), [H-].[H-].[H-].[H-].[Li+].[Al+3] (LAH). Run in C1CCOC1 (THF), C1CCOC1 (THF). The product is CN[C@H]1[C@H]2N(CC=3C=CC=CC13)CCC2 (cis-10-methylamino-1,2,3,5,10,10a-hexahydropyrrolo[1,2-b]isoquinoline). Isolated yield 72.3%. RXN SMILES: [CH3:1][N:2]=[C:3]1[C:12]2[CH:11]=[CH:10][CH:9]=[CH:8][C:7]=2[CH2:6][N:5]2[C:13](=O)[CH2:14][CH2:15][CH:4]12.[H-].[H-].[H-].[H-].[Li+].[Al+3]>C1COCC1>[CH3:1][NH:2][C@@H:3]1[C:12]2[CH:11]=[CH:10][CH:9]=[CH:8][C:7]=2[CH2:6][N:5]2[CH2:13][CH2:14][CH2:15][C@@H:4]12 |f:1.2.3.4.5.6|. Reported procedure: The 10-methylimino-1,2,3,5,10,10a-hexahydropyrrolo[1,2-b]isoquinolin-3-one (880 mg, 4.1 mmol) was dissolved in THF (12 mL) and added dropwise to a suspension of LAH (623 mg, 16.4 mmol) in THF (12 ml) at room temperature under nitrogen. The suspension was stirred at reflux for 15 hours, cooled, and quenched by the addition of H2O(0.88 mL), NaOH (1.5 N, 0.88 mL) and additional H2O(2.6 mL). The mixture was filtered and the filtrate was concentrated in vacuo to give cis-10-methylamino-1,2,3,5,10,10a... Starting materials: [H-].[Na+] (Sodium hydride), FC=1C=C(C=CC1C=O)C(C(=O)OC(C)(C)C)(C(=O)OC(C)(C)C)C (di-tert-butyl (3-fluoro-4-formylphenyl)(methyl)malonate), O (H2O), SCC(=O)OCC (ethyl mercaptoacetate). The solvent is CS(=O)C (DMSO), CS(=O)C (DMSO). Reaction conditions: time 15 minute. The product is C(C)OC(=O)C=1SC2=C(C1)C=CC(=C2)C(C(=O)OC(C)(C)C)(C(=O)OC(C)(C)C)C (Di-tert-butyl [2-(ethoxycarbonyl)-1-benzothien-6-yl](methyl)malonate). Yield: 22.0%. RXN SMILES: [H-].[Na+].[SH:3][CH2:4][C:5]([O:7][CH2:8][CH3:9])=[O:6].F[C:11]1[CH:12]=[C:13]([C:19]([CH3:34])([C:27]([O:29][C:30]([CH3:33])([CH3:32])[CH3:31])=[O:28])[C:20]([O:22][C:23]([CH3:26])([CH3:25])[CH3:24])=[O:21])[CH:14]=[CH:15][C:16]=1[CH:17]=O.O>CS(C)=O>[CH2:8]([O:7][C:5]([C:4]1[S:3][C:11]2[CH:12]=[C:13]([C:19]([CH3:34])([C:20]([O:22][C:23]([CH3:26])([CH3:25])[CH3:24])=[O:21])[C:27]([O:29][C:30]([CH3:33])([CH3:31])[CH3:32])=[O:28])[CH:14]=[CH:15][C:16]=2[CH:17]=1)=[O:6])[CH3:9] |f:0.1|. Procedure details: Sodium hydride (60% dispersion in mineral oil, 0.19 g, 4.75 mmol) was suspended in DMSO (2.5 mL) and ethyl mercaptoacetate (0.28 mL, 2.54 mmol) was added portionwise using a water bath to moderate the exotherm. On complete addition, the water bath was removed and stirring continued for 15 minutes. A solution of di-tert-butyl (3-fluoro-4-formylphenyl)(methyl)malonate (0.81 g, 2.30 mmol) in DMSO (0.5 mL) was added in one portion. The orange solution was warmed with a heat gun to give a dark brown ... Solvent: CN(C)C=O (DMF). Conditions: temperature 40 celsius. The product is FC1=CC=C(C=C1)C(=O)C1=NC2=CC=CC=C2C(=N1)NC1=NNC(=C1)C ((4-fluorophenyl)(4-(5-methyl-1H-pyrazol-3-ylamino)quinazolin-2-yl)methanone). Reactants: ClC1=NC(=NC2=CC=CC=C12)C(=O)C1=CC=C(C=C1)F ((4-chloroquinazolin-2-yl)(4-fluorophenyl)methanone), CCN(C(C)C)C(C)C (DIEA), CC1=CC(=NN1)N (5-methyl-1H-pyrazol-3-amine). As a reaction SMILES: Cl[C:2]1[C:11]2[C:6](=[CH:7][CH:8]=[CH:9][CH:10]=2)[N:5]=[C:4]([C:12]([C:14]2[CH:19]=[CH:18][C:17]([F:20])=[CH:16][CH:15]=2)=[O:13])[N:3]=1.CCN(C(C)C)C(C)C.[CH3:30][C:31]1[NH:35][N:34]=[C:33]([NH2:36])[CH:32]=1>CN(C=O)C>[F:20][C:17]1[CH:18]=[CH:19][C:14]([C:12]([C:4]2[N:3]=[C:2]([NH:36][C:33]3[CH:32]=[C:31]([CH3:30])[NH:35][N:34]=3)[C:11]3[C:6](=[CH:7][CH:8]=[CH:9][CH:10]=3)[N:5]=2)=[O:13])=[CH:15][CH:16]=1. Reported procedure: To a solution of (4-chloroquinazolin-2-yl)(4-fluorophenyl)methanone (84 mg, 0.30 mmol) in DMF (3 mL) were added DIEA (0.103 mL, 0.6 mmol) and 5-methyl-1H-pyrazol-3-amine (88 mg, 0.9 mmol at rt. The reaction mixture was heated at 40° C. overnight. The reaction was quenched by adding water and the yellow precipitate was collected by filtration and washed with water. The crude product was purified by silica gel chromatography eluting with DCM/MeOH to give (4-fluorophenyl)(4-(5-methyl-1H-pyrazol-3-y... Yield: 29.0%.